From a dataset of the Open Reaction Database (ORD), a public repository of structured organic reaction records. describe an organic reaction: reactants, conditions, products, and yield Starting materials: [BH4-], COc1ccc(C(C)N2CCC(C)(c3ccc(C=O)cc3)OC2=O)cc1, [Na+]. Product: COc1ccc(C(C)N2CCC(C)(c3ccc(CO)cc3)OC2=O)cc1. Reaction SMILES: [BH4-:27].[CH3:1][O:2][c:3]1[cH:4][cH:5][c:6]([CH:9]([CH3:10])[N:11]2[C:12](=[O:26])[O:13][C:14]([CH3:17])([c:18]3[cH:19][cH:20][c:21]([CH:22]=[O:23])[cH:24][cH:25]3)[CH2:15][CH2:16]2)[cH:7][cH:8]1.[Na+:28]>>[CH3:1][O:2][c:3]1[cH:4][cH:5][c:6]([CH:9]([CH3:10])[N:11]2[C:12](=[O:26])[O:13][C:14]([CH3:17])([c:18]3[cH:19][cH:20][c:21]([CH2:22][OH:23])[cH:24][cH:25]3)[CH2:15][CH2:16]2)[cH:7][cH:8]1. The reactants are CC(CO)C (2-methylpropanol), FC=1C=C(C=CC1[N+](=O)[O-])C (3-fluoro-4-nitrotoluene). Yields the product CC(COC=1C=C(C=CC1[N+](=O)[O-])C)C (3-(2-Methylpropoxy)-4-nitrotoluene), CC1=CC(=C(N)C=C1)OCC(C)C (4-methyl-2-(2-methylpropoxy)aniline). Reaction SMILES: [CH3:1][CH:2]([CH3:5])[CH2:3][OH:4].F[C:7]1[CH:8]=[C:9]([CH3:16])[CH:10]=[CH:11][C:12]=1[N+:13]([O-:15])=[O:14]>>[CH3:1][CH:2]([CH3:5])[CH2:3][O:4][C:7]1[CH:8]=[C:9]([CH3:16])[CH:10]=[CH:11][C:12]=1[N+:13]([O-:15])=[O:14].[CH3:16][C:9]1[CH:10]=[CH:11][C:12]([NH2:13])=[C:7]([O:4][CH2:3][CH:2]([CH3:5])[CH3:1])[CH:8]=1. Procedure details: 3-(2-Methylpropoxy)-4-nitrotoluene (0.78 g) is prepared from 2-methylpropanol (0.46 ml, 5.0 mmol) and 3-fluoro-4-nitrotoluene (0.77 g, 5.0 mmol) following the general procedure G. This is reduced to afford 4-methyl-2-(2-methylpropoxy)aniline (0.47 g) following general procedure C. N-[4-Methyl-2-(2-methylpropoxy)phenyl]-N′-(thiazol-2-yl)urea (210 mg) is prepared from 4-methyl-2-(2-methylpropoxy)aniline (179 mg, 1.0 mmol) and 2-aminothiazole (100 mg, 1.0 mmol) following the general procedure D. Starting materials: C(CCC)[Li] (n-Butyllithium), Cl.BrC1=CC=NC=C1 (4-bromopyridine hydrochloride), CCOCC (ether), O=C1CN(CC1)C(=O)OC(C)(C)C (tert-butyl 3-oxopyrrolidine-1-carboxylate). Run in CCCCCC (hexane). Conditions: temperature -78 celsius, time 30 minute. Yields the product OC1(CN(CC1)C(=O)OC(C)(C)C)C1=CC=NC=C1 (tert-butyl 3-hydroxy-3-pyridin-4-ylpyrrolidine-1-carboxylate). Reaction SMILES: C([Li])CCC.Cl.Br[C:8]1[CH:13]=[CH:12][N:11]=[CH:10][CH:9]=1.CCOCC.[O:19]=[C:20]1[CH2:24][CH2:23][N:22]([C:25]([O:27][C:28]([CH3:31])([CH3:30])[CH3:29])=[O:26])[CH2:21]1>CCCCCC>[OH:19][C:20]1([C:8]2[CH:13]=[CH:12][N:11]=[CH:10][CH:9]=2)[CH2:24][CH2:23][N:22]([C:25]([O:27][C:28]([CH3:31])([CH3:30])[CH3:29])=[O:26])[CH2:21]1 |f:1.2|. Procedure details: 1.600 M of n-Butyllithium in hexane (0.810 mL) was added to a solution of 4-bromopyridine hydrochloride (210 mg, 1.1 mmol) in ether (5 mL, 0.05 mol) at −78° C. The solution was stirred at −78° C. for 30 min. and then tert-butyl 3-oxopyrrolidine-1-carboxylate (200 mg, 0.001 mol) was added and the temperature was maintained at −78° C. for 3 hours. The reaction mixture was quenched with water, extracted with AcOEt. The organic layer was dried with MgSO4, and concentrated to afford the desired produ... Starting materials: FC1=CC=C(C=C1)C(OCCCl)C1=CC=C(C=C1)F (2-[bis(p-fluorophenyl)methoxy]ethyl chloride), N (ammonia), O (water). Run in CO (methanol). Conditions: temperature 135 celsius, time 6 hour. Product: FC1=CC=C(C=C1)C(OCCN)C1=CC=C(C=C1)F (2-[bis(p-fluorophenyl)-methoxy]ethylamine). Isolated yield 58.5%. As a reaction SMILES: [F:1][C:2]1[CH:7]=[CH:6][C:5]([CH:8]([C:13]2[CH:18]=[CH:17][C:16]([F:19])=[CH:15][CH:14]=2)[O:9][CH2:10][CH2:11]Cl)=[CH:4][CH:3]=1.[NH3:20].O>CO>[F:1][C:2]1[CH:7]=[CH:6][C:5]([CH:8]([C:13]2[CH:18]=[CH:17][C:16]([F:19])=[CH:15][CH:14]=2)[O:9][CH2:10][CH2:11][NH2:20])=[CH:4][CH:3]=1. Procedure: A mixture of 28.2 g (0.1 mole) of 2-[bis(p-fluorophenyl)methoxy]ethyl chloride and 17 g (1 mole) of ammonia in 187.5 ml of methanol is shaken in an autoclave for a period of 6 hours at 135° C. The reaction mixture is poured into water and extracted with diethyl ether. The extract is acidified with 2N hydrochloric acid. The acid aqueous layer is separated off, made alkaline with 2N sodium hydroxide and extracted with diethyl ether. The extract is dried over potassium carbonate and the ether is di... The reactants are C([O-])([O-])=O.[K+].[K+] (Potassium carbonate), ClC=1C=CC(=C(C1)S)OC (5-Chloro-2-methoxy-benzenethiol), C(C)S(=O)(=O)C1=CC=C(C=C1)Br (ethyl-(4-bromo-phenyl)-sulfone). Solvent: CN1CCCC1=O (NMP). Reaction conditions: temperature 90 celsius. Yields the product ClC1=CC(=C(C=C1)OC)SC1=CC=C(C=C1)S(=O)(=O)CC (4-Chloro-2-[[4-(ethylsulfonyl)phenyl]thio]-1-methoxy-benzene). Reaction SMILES: C(=O)([O-])[O-].[K+].[K+].[Cl:7][C:8]1[CH:9]=[CH:10][C:11]([O:15][CH3:16])=[C:12]([SH:14])[CH:13]=1.[CH2:17]([S:19]([C:22]1[CH:27]=[CH:26][C:25](Br)=[CH:24][CH:23]=1)(=[O:21])=[O:20])[CH3:18]>CN1C(=O)CCC1>[Cl:7][C:8]1[CH:9]=[CH:10][C:11]([O:15][CH3:16])=[C:12]([S:14][C:25]2[CH:24]=[CH:23][C:22]([S:19]([CH2:17][CH3:18])(=[O:21])=[O:20])=[CH:27][CH:26]=2)[CH:13]=1 |f:0.1.2|. Procedure: Potassium carbonate (0.315 g) was added to a stirred solution of the product from step (i) (0.4 g) and ethyl-(4-bromo-phenyl)-sulfone (0.285 g) in NMP (10 ml) and the mixture heated at 90° C. for 1 h. The mixture was partitioned between water/ethylacetate, the organics separated, dried, and evaporated under reduced pressure. The residue was purified by chromatography on silica eluting with 25% ethylacetate/isohexane. Yield 0.4 g